This data is from the Open Reaction Database (ORD), a public repository of structured organic reaction records. The task is: describe an organic reaction: reactants, conditions, products, and yield Starting materials: CO, [Cl-], O=C(NC(CSc1ccccc1[N+](=O)[O-])C(=O)O)OCc1ccccc1, [NH4+], [Zn]. The product is Nc1ccccc1SCC(NC(=O)OCc1ccccc1)C(=O)O. As a reaction SMILES: [CH3:30][OH:31].[Cl-:27].[N+:1]([O-:2])(=[O:3])[c:4]1[c:5]([S:10][CH2:11][CH:12]([NH:13][C:14](=[O:15])[O:16][CH2:17][c:18]2[cH:19][cH:20][cH:21][cH:22][cH:23]2)[C:24](=[O:25])[OH:26])[cH:6][cH:7][cH:8][cH:9]1.[NH4+:28].[Zn:29]>>[NH2:1][c:4]1[c:5]([S:10][CH2:11][CH:12]([NH:13][C:14](=[O:15])[O:16][CH2:17][c:18]2[cH:19][cH:20][cH:21][cH:22][cH:23]2)[C:24](=[O:25])[OH:26])[cH:6][cH:7][cH:8][cH:9]1.